This data is from the Open Reaction Database (ORD), a public repository of structured organic reaction records. The task is: describe an organic reaction: reactants, conditions, products, and yield The reactants are FC1=CC=C(C[C@@H](C(=O)N2CCC(CC2)CN(S(=O)(=O)C2=C(C=CC=C2)[N+](=O)[O-])C)NC(=O)C2=CC=3C(=CN=C(C3)Cl)N2)C=C1 (5-chloro-1H-pyrrolo[2,3-c]pyridine-2-carboxylic acid [1-(S)-(4-fluorobenzyl)-2-(4-{[methyl-(2-nitrobenzenesulfonyl)amino]methyl}piperidin-1-yl)-2-oxoethyl]amide), C(C)(C)(C)OC(=O)N1CCC(CC1)CN (4-aminomethylpiperidine-1-carboxylic acid tert-butyl ester), Cl (HCl). Yields the product FC1=CC=C(C[C@@H](C(=O)N2CCC(CC2)CNC)NC(=O)C2=CC=3C(=CN=C(C3)Cl)N2)C=C1 (5-Chloro-1H-pyrrolo[2,3-c]pyridine-2-carboxylic acid [1-(S)-(4-fluorobenzyl)-2-(4-methylaminomethylpiperidin-1-yl)-2-oxoethyl]amide). Reaction SMILES: [F:1][C:2]1[CH:45]=[CH:44][C:5]([CH2:6][C@H:7]([NH:31][C:32]([C:34]2[NH:43][C:37]3=[CH:38][N:39]=[C:40]([Cl:42])[CH:41]=[C:36]3[CH:35]=2)=[O:33])[C:8]([N:10]2[CH2:15][CH2:14][CH:13]([CH2:16][N:17]([CH3:30])S(C3C=CC=CC=3[N+]([O-])=O)(=O)=O)[CH2:12][CH2:11]2)=[O:9])=[CH:4][CH:3]=1.C(OC(N1CCC(CN)CC1)=O)(C)(C)C.Cl>>[F:1][C:2]1[CH:3]=[CH:4][C:5]([CH2:6][C@H:7]([NH:31][C:32]([C:34]2[NH:43][C:37]3=[CH:38][N:39]=[C:40]([Cl:42])[CH:41]=[C:36]3[CH:35]=2)=[O:33])[C:8]([N:10]2[CH2:15][CH2:14][CH:13]([CH2:16][NH:17][CH3:30])[CH2:12][CH2:11]2)=[O:9])=[CH:44][CH:45]=1. Reported procedure: Prepared according to EXAMPLE 191 from 5-chloro-1H-pyrrolo[2,3-c]pyridine-2-carboxylic acid [1-(S)-(4-fluorobenzyl)-2-(4-{[methyl-(2-nitrobenzenesulfonyl)amino]methyl}piperidin-1-yl)-2-oxoethyl]amide (synthesised according to Preparations 73-76 from the 4-aminomethylpiperidine-1-carboxylic acid tert-butyl ester starting material). m/z (ES+) free base=472.33 [M+H]+; RT=2.80 min. m/z (ES+) HCl salt=430.43 [M+H]+; RT=2.72 min. The reactants are FC=1C=C(C=NC1N1CCNCC1)C=1C=C2C(=NC1)N(C=C2C=2C=NN(C2)CC2=CC(=CC=C2)F)S(=O)(=O)C2=CC=C(C)C=C2 (5-(5-fluoro-6-(piperazin-1-yl)pyridin-3-yl)-3-(1-(3-fluorobenzyl)-1H-pyrazol-4-yl)-1-tosyl-1H-pyrrolo[2,3-b]pyridine), CCN(C(C)C)C(C)C (DIPEA), product, C[C@@H]1OC1 ((S)-2-methyloxirane). Run in C(C)O (ethanol). The product is FC=1C(=NC=C(C1)C=1C=C2C(=NC1)N(C=C2C=2C=NN(C2)CC2=CC(=CC=C2)F)S(=O)(=O)C2=CC=C(C)C=C2)N2CCN(CC2)C[C@H](C)O ((S)-1-(4-(3-fluoro-5-(3-(1-(3-fluorobenzyl)-1H-pyrazol-4-yl)-1-tosyl-1H-pyrrolo[2,3-b]pyridin-5-yl)pyridin-2-yl)piperazin-1-yl)propan-2-ol). Isolated yield 97.3%. Reaction SMILES: [F:1][C:2]1[CH:3]=[C:4]([C:14]2[CH:15]=[C:16]3[C:22]([C:23]4[CH:24]=[N:25][N:26]([CH2:28][C:29]5[CH:34]=[CH:33][CH:32]=[C:31]([F:35])[CH:30]=5)[CH:27]=4)=[CH:21][N:20]([S:36]([C:39]4[CH:45]=[CH:44][C:42]([CH3:43])=[CH:41][CH:40]=4)(=[O:38])=[O:37])[C:17]3=[N:18][CH:19]=2)[CH:5]=[N:6][C:7]=1[N:8]1[CH2:13][CH2:12][NH:11][CH2:10][CH2:9]1.[CH3:46][C@H:47]1[CH2:49][O:48]1.CCN(C(C)C)C(C)C>C(O)C>[F:1][C:2]1[C:7]([N:8]2[CH2:13][CH2:12][N:11]([CH2:46][C@@H:47]([OH:48])[CH3:49])[CH2:10][CH2:9]2)=[N:6][CH:5]=[C:4]([C:14]2[CH:15]=[C:16]3[C:22]([C:23]4[CH:24]=[N:25][N:26]([CH2:28][C:29]5[CH:34]=[CH:33][CH:32]=[C:31]([F:35])[CH:30]=5)[CH:27]=4)=[CH:21][N:20]([S:36]([C:39]4[CH:45]=[CH:44][C:42]([CH3:43])=[CH:41][CH:40]=4)(=[O:37])=[O:38])[C:17]3=[N:18][CH:19]=2)[CH:3]=1. Procedure: Using similar reaction conditions as described in step-i of example-82A, 5-(5-fluoro-6-(piperazin-1-yl)pyridin-3-yl)-3-(1-(3-fluorobenzyl)-1H-pyrazol-4-yl)-1-tosyl-1H-pyrrolo[2,3-b]pyridine (product of step 1 of example 179) (127 mg, 0.203 mmol) was alkylated using (S)-2-methyloxirane (23 mg, 0.406 mmol), DIPEA (105 mg, 0.812 mmol) and ethanol (5 mL) to get 135 mg (97.8% yield) of the titled compound. MS: m/z=684.7 (M+1). Reactants: CCCCCOc1ccc(-c2nnc(N)s2)cc1, COC(=O)c1ccc(C(=O)Cl)cc1, O, c1ccncc1. Product: CCCCCOc1ccc(-c2nnc(NC(=O)c3ccc(C(=O)OC)cc3)s2)cc1. Reaction SMILES: [CH2:1]([CH2:2][CH2:3][CH2:4][CH3:5])[O:6][c:7]1[cH:8][cH:9][c:10](-[c:13]2[n:14][n:15][c:16]([NH2:18])[s:17]2)[cH:11][cH:12]1.[CH3:19][O:20][C:21](=[O:22])[c:23]1[cH:24][cH:25][c:26]([C:27](=[O:28])[Cl:29])[cH:30][cH:31]1.[OH2:32].[cH:33]1[cH:34][cH:35][n:36][cH:37][cH:38]1>>[CH2:1]([CH2:2][CH2:3][CH2:4][CH3:5])[O:6][c:7]1[cH:8][cH:9][c:10](-[c:13]2[n:14][n:15][c:16]([NH:18][C:27]([c:26]3[cH:25][cH:24][c:23]([C:21]([O:20][CH3:19])=[O:22])[cH:31][cH:30]3)=[O:28])[s:17]2)[cH:11][cH:12]1. Reactants: CC(=O)O, Cc1ccc(-c2nc(CC(C)(C)[N+](=O)[O-])c(C)[nH]2)cc1F. The product is Cc1ccc(-c2nc(CC(C)(C)N)c(C)[nH]2)cc1F. RXN SMILES: [CH3:22][C:23](=[O:24])[OH:25].[F:1][c:2]1[cH:3][c:4](-[c:9]2[nH:10][c:11]([CH3:21])[c:12]([CH2:14][C:15]([CH3:16])([N+:17]([O-:18])=[O:19])[CH3:20])[n:13]2)[cH:5][cH:6][c:7]1[CH3:8]>>[F:1][c:2]1[cH:3][c:4](-[c:9]2[nH:10][c:11]([CH3:21])[c:12]([CH2:14][C:15]([CH3:16])([NH2:17])[CH3:20])[n:13]2)[cH:5][cH:6][c:7]1[CH3:8]. The reactants are ClC1=C(C=C(C=C1)C(C(CC(=O)O)C)=O)[N+](=O)[O-] (4-(4-Chloro-3-nitro-phenyl)-3-methyl-4-oxo-butyric acid), C(C1=CC=CC=C1)N (Benzylamine). The solvent is C(C)O (ethanol). Reaction conditions: temperature 50 celsius, time 3 hour. Product: C(C1=CC=CC=C1)NC1=C(C=C(C=C1)C(C(CC(=O)O)C)=O)[N+](=O)[O-] (4-(4-Benzylamino-3-nitro-phenyl)-3-methyl-4-oxo-butyric acid). As a reaction SMILES: Cl[C:2]1[CH:7]=[CH:6][C:5]([C:8](=[O:15])[CH:9]([CH3:14])[CH2:10][C:11]([OH:13])=[O:12])=[CH:4][C:3]=1[N+:16]([O-:18])=[O:17].[CH2:19]([NH2:26])[C:20]1[CH:25]=[CH:24][CH:23]=[CH:22][CH:21]=1>C(O)C>[CH2:19]([NH:26][C:2]1[CH:7]=[CH:6][C:5]([C:8](=[O:15])[CH:9]([CH3:14])[CH2:10][C:11]([OH:13])=[O:12])=[CH:4][C:3]=1[N+:16]([O-:18])=[O:17])[C:20]1[CH:25]=[CH:24][CH:23]=[CH:22][CH:21]=1. Procedure: 4-(4-Chloro-3-nitro-phenyl)-3-methyl-4-oxo-butyric acid E-4.1′″ (800 mg; 2.95 mmol) is placed in 8 ml ethanol and heated up to 50° C. to get solved. Benzylamine (1.61 ml; 14.73 mmol) is added and the reaction mixture stirred for 3 hours at 100° C. The crude product is purified by using reversed phase chromatography